Dataset: the Open Reaction Database (ORD), a public repository of structured organic reaction records. Task: describe an organic reaction: reactants, conditions, products, and yield Starting materials: C(C)NC(=O)NC=1SC2=C(N1)C=C(C=C2I)C=2C=NC=CC2 (1-ethyl-3-(7-iodo-5-pyridin-3-yl-benzothiazol-2-yl)-urea), CN1C(=CC=C1)[Sn](CCCC)(CCCC)CCCC (N-methyl-2-tributylstannyl-1H-pyrrole). The reagents and catalysts are C=1C=CC(=CC1)[P](C=2C=CC=CC2)(C=3C=CC=CC3)[Pd]([P](C=4C=CC=CC4)(C=5C=CC=CC5)C=6C=CC=CC6)([P](C=7C=CC=CC7)(C=8C=CC=CC8)C=9C=CC=CC9)[P](C=1C=CC=CC1)(C=1C=CC=CC1)C=1C=CC=CC1 (tetrakis(triphenylphosphine)palladium(0)). Solvent: CN(C)C=O (DMF). Run at temperature 120 celsius. Product: C(C)NC(=O)NC=1SC2=C(N1)C=C(C=C2C=2N(C=CC2)C)C=2C=NC=CC2 (1-Ethyl-3-[7-(1-methyl-1H-pyrrol-2-yl)-5-pyridin-3-yl-benzothiazol-2-yl]-urea), solid. Isolated yield 6.0%. Reaction SMILES: [CH2:1]([NH:3][C:4]([NH:6][C:7]1[S:8][C:9]2[C:15](I)=[CH:14][C:13]([C:17]3[CH:18]=[N:19][CH:20]=[CH:21][CH:22]=3)=[CH:12][C:10]=2[N:11]=1)=[O:5])[CH3:2].[CH3:23][N:24]1[CH:28]=[CH:27][CH:26]=[C:25]1[Sn](CCCC)(CCCC)CCCC>CN(C=O)C.C1C=CC([P]([Pd]([P](C2C=CC=CC=2)(C2C=CC=CC=2)C2C=CC=CC=2)([P](C2C=CC=CC=2)(C2C=CC=CC=2)C2C=CC=CC=2)[P](C2C=CC=CC=2)(C2C=CC=CC=2)C2C=CC=CC=2)(C2C=CC=CC=2)C2C=CC=CC=2)=CC=1>[CH2:1]([NH:3][C:4]([NH:6][C:7]1[S:8][C:9]2[C:15]([C:25]3[N:24]([CH3:23])[CH:28]=[CH:27][CH:26]=3)=[CH:14][C:13]([C:17]3[CH:18]=[N:19][CH:20]=[CH:21][CH:22]=3)=[CH:12][C:10]=2[N:11]=1)=[O:5])[CH3:2] |^1:50,52,71,90|. Reported procedure: To a solution of 1-ethyl-3-(7-iodo-5-pyridin-3-yl-benzothiazol-2-yl)-urea (0.10 g, 0.24 mmol) in DMF (2.0 mL) was added N-methyl-2-tributylstannyl-1H-pyrrole (0.18 g, 0.47 mmol) under nitrogen atmosphere at room temperature. The reaction mixture was degassed for half an hour followed by the addition of tetrakis(triphenylphosphine)palladium(0) (0.027 g, 0.024 mmol). The reaction mixture was again degassed for half an hour and then heated at 120° C. for 20 h under nitrogen atmosphere. After the co... The reactants are C(C)(C)(C)NS(=O)(=O)C1=CC=C(C=C1)C=1N=CN(C1)C1=NC(=CC(=N1)C(F)(F)F)C1=CC(=C(C=C1)C(F)(F)F)C (N-tert-butyl-4-{1-[6-(3-methyl-4-trifluoromethylphenyl)-4-trifluoromethyl-pyrimidin-2-yl]-1H-imidazol-4-yl}-benzenesulfonamide), C(=O)(C(F)(F)F)O (TFA). Solvent: ClCCl (dichloromethane). Run at time 15 hour. Product: CC=1C=C(C=CC1C(F)(F)F)C1=NC(=NC(=C1)C(F)(F)F)N1C=NC(=C1)C1=CC=C(C=C1)S(=O)(=O)N (4-{1-[4-(3-Methyl-4-trifluoromethyl-phenyl)-6-trifluoromethyl-pyrimidin-2-yl]-1H-imidazol-4-yl}-benzenesulfonamide). Isolated yield 73.8%. RXN SMILES: C([NH:5][S:6]([C:9]1[CH:14]=[CH:13][C:12]([C:15]2[N:16]=[CH:17][N:18]([C:20]3[N:25]=[C:24]([C:26]([F:29])([F:28])[F:27])[CH:23]=[C:22]([C:30]4[CH:35]=[CH:34][C:33]([C:36]([F:39])([F:38])[F:37])=[C:32]([CH3:40])[CH:31]=4)[N:21]=3)[CH:19]=2)=[CH:11][CH:10]=1)(=[O:8])=[O:7])(C)(C)C.C(O)(C(F)(F)F)=O>ClCCl>[CH3:40][C:32]1[CH:31]=[C:30]([C:22]2[CH:23]=[C:24]([C:26]([F:27])([F:28])[F:29])[N:25]=[C:20]([N:18]3[CH:19]=[C:15]([C:12]4[CH:13]=[CH:14][C:9]([S:6]([NH2:5])(=[O:8])=[O:7])=[CH:10][CH:11]=4)[N:16]=[CH:17]3)[N:21]=2)[CH:35]=[CH:34][C:33]=1[C:36]([F:39])([F:38])[F:37]. Procedure: To a cooled and stirred solution of N-tert-butyl-4-{1-[6-(3-methyl-4-trifluoromethylphenyl)-4-trifluoromethyl-pyrimidin-2-yl]-1H-imidazol-4-yl}-benzenesulfonamide (0.057 g) in dichloromethane (2 mL) was added TFA (2 mL) and the reaction mixture was allowed to stir at room temperature for 15 h. The mixture was evaporated to dryness and saturated NaHCO3 solution (2.5 mL) and MeOH (2.5 mL) were added. The mixture was stirred at room temperature for 30 min, the precipitate was collected by filtratio... Solvent: O (water). As a reaction SMILES: [CH:1]1[C:6]([OH:7])=[CH:5][CH:4]=[C:3]([CH3:8])[CH:2]=1.[OH-:9].[Na+].[CH:11](Cl)(Cl)Cl>O>[CH3:8][C:3]1[CH:4]=[C:5]([CH:11]=[O:9])[C:6]([OH:7])=[CH:1][CH:2]=1 |f:1.2|. Product: CC1=CC=C(C(C=O)=C1)O (5-methylsalicylaldehyde). The reactants are [OH-].[Na+] (NaOH), C1=CC(=CC=C1O)C (p-cresol), C(Cl)(Cl)Cl (CHCl3). Procedure: 28.8 g of p-cresol (0.26 mol) are dissolved in 100 ml of water in a round-bottomed flask containing 80 g of NaOH. The mixture is heated to 60-65° C. and 40.5 ml of CHCl3 (0.51 mol) are added in several portions over a period of 30 to 40 min. The mixture is refluxed for 1 h and then cooled. The excess chloroform is removed by distillation under reduced pressure. The medium is acidified with dilute H2SO4 and then subjected to vapor entrainment. The distillate collected (±500 ml) is extracted with ... Run at temperature 62.5 celsius, time 2 hour. Reactants: OCC(=C)[C@@H]1[C@H](C(N1)=O)[C@@H](C)OC(=O)OCC1=CC=CC=C1 ((3S,4S)-4-(1-hydroxymethylethenyl)-3-(1-(R)-benzyloxycarbonyloxyethyl)-2-azetidinone), COC(C)(C)OC (2,2-dimethoxypropane), B(F)(F)F.CCOCC (boron trifluoride-etherate). Run in ClCCl (dichloromethane). Yields the product O=C1[C@@H]([C@H]2C(COC(N12)(C)C)=C)[C@@H](C)OC(=O)OCC1=CC=CC=C1 ((6S,7S)-8-oxo-2,2-dimethyl-5-methylidene-7-(1-(R)-benzyloxycarbonyloxyethyl)-3-oxa-1-azabicyclo[4.2.0]octane). RXN SMILES: [OH:1][CH2:2][C:3]([C@H:5]1[NH:8][C:7](=[O:9])[C@@H:6]1[C@H:10]([O:12][C:13]([O:15][CH2:16][C:17]1[CH:22]=[CH:21][CH:20]=[CH:19][CH:18]=1)=[O:14])[CH3:11])=[CH2:4].CO[C:25](OC)([CH3:27])[CH3:26].B(F)(F)F.CCOCC>ClCCl>[O:9]=[C:7]1[N:8]2[C@H:5]([C:3](=[CH2:4])[CH2:2][O:1][C:25]2([CH3:27])[CH3:26])[C@H:6]1[C@H:10]([O:12][C:13]([O:15][CH2:16][C:17]1[CH:18]=[CH:19][CH:20]=[CH:21][CH:22]=1)=[O:14])[CH3:11] |f:2.3|. Reported procedure: A solution of (3S,4S)-4-(1-hydroxymethylethenyl)-3-(1-(R)-benzyloxycarbonyloxyethyl)-2-azetidinone (3.7 g) and 2,2-dimethoxypropane (1.45 g) in dry dichloromethane (26 ml) was treated with boron trifluoride-etherate (0.14 ml) at room temperature for 1.5 hours. The reaction mixture was washed successively with saturated sodium bicarbonate (15 and water (20 ml×2), and dried over anhydrous sodium sulfate. Filtration and concentration of the filtrate in vacuo gave an oily residue, which was purified... The reactants are O (water), CNN (methylhydrazine), C(C)OC(=O)C1=C(NC=C1)C=O (3-ethoxycarbonyl-2-formylpyrrole), S(O)(O)(=O)=O (sulfuric acid). The solvent is C(C)O (ethanol). Yields the product CN1N=CC2=C(C1=O)C=CN2 (5-Methyl-1H-pyrrolo[2,3-d]pyridazin-4(5H)-one). The yield is 60.7%. Reaction SMILES: [CH3:1][NH:2][NH2:3].C([O:6][C:7]([C:9]1[CH:13]=[CH:12][NH:11][C:10]=1[CH:14]=O)=O)C.S(=O)(=O)(O)O.O>C(O)C>[CH3:1][N:2]1[C:7](=[O:6])[C:9]2[CH:13]=[CH:12][NH:11][C:10]=2[CH:14]=[N:3]1. Reported procedure: A solution of methylhydrazine (4.84 g) and 3-ethoxycarbonyl-2-formylpyrrole (3.34 g) in ethanol (30 ml) was refluxed for 2 hours. After cooling to room temperature, concentrated sulfuric acid (0.7 ml) was added and the mixture was further refluxed for 19 hours. The reaction was stopped by adding water and the reaction mixture was extracted with ethyl acetate. The extract was dried over anhydrous magnesium sulfate and the solvent was distilled off under reduced pressure. The residue was purified ...